Dataset: the Open Reaction Database (ORD), a public repository of structured organic reaction records. Task: describe an organic reaction: reactants, conditions, products, and yield Reactants: C1=CC=CC=2C3=CC=CC=C3C(C12)COC(=O)N[C@@H](CSCC(CC(=O)O)C(C=1C=NC=CC1)=O)C(=O)OC (3-({(2R)-2-[(fluoren-9-ylmethoxy)carbonylamino]-2-(methoxycarbonyl)ethylthio}methyl)-4-oxo-4-(3-pyridyl)butanoic acid), COC=1C=C(C=C(C1OC)OC)N=C=O (3,4,5-trimethoxyphenyl isocyanate). Yields the product COC=1C=C(C=C(C1OC)OC)NC(=O)N[C@@H](CSCC(CC(=O)O)C(C=1C=NC=CC1)=O)C(=O)OC (3-[((2R)-2-{[(3,4,5-Trimethoxyphenyl)amino]carbonylamino}-2-(methoxycarbonyl)ethylthio)methyl]-4-oxo-4-(3-pyridyl)butanoic Acid). Isolated yield 7.2%. RXN SMILES: C1C2C(CO[C:16]([NH:18][C@H:19]([C:36]([O:38][CH3:39])=[O:37])[CH2:20][S:21][CH2:22][CH:23]([C:28](=[O:35])[C:29]3[CH:30]=[N:31][CH:32]=[CH:33][CH:34]=3)[CH2:24][C:25]([OH:27])=[O:26])=[O:17])C3C(=CC=CC=3)C=2C=CC=1.[CH3:40][O:41][C:42]1[CH:43]=[C:44]([N:52]=C=O)[CH:45]=[C:46]([O:50][CH3:51])[C:47]=1[O:48][CH3:49]>>[CH3:51][O:50][C:46]1[CH:45]=[C:44]([NH:52][C:16]([NH:18][C@H:19]([C:36]([O:38][CH3:39])=[O:37])[CH2:20][S:21][CH2:22][CH:23]([C:28](=[O:35])[C:29]2[CH:30]=[N:31][CH:32]=[CH:33][CH:34]=2)[CH2:24][C:25]([OH:27])=[O:26])=[O:17])[CH:43]=[C:42]([O:41][CH3:40])[C:47]=1[O:48][CH3:49]. Reported procedure: The title compound was prepared from 3-({(2R)-2-[(fluoren-9-ylmethoxy)carbonylamino]-2-(methoxycarbonyl)ethylthio}methyl)-4-oxo-4-(3-pyridyl)butanoic acid and 3,4,5-trimethoxyphenyl isocyanate as described in Example 16 in a 7.2% yield; ESMS, (M+1)+536. The reactants are CN, CO, COC(=O)c1ccc(-c2nnc(C(C)(C)Nc3ccccc3)n2C)cc1. Yields the product Cn1c(-c2ccc(C(N)=O)cc2)nnc1C(C)(C)Nc1ccccc1. RXN SMILES: [CH3:27][NH2:28].[CH3:29][OH:30].[NH:1]([c:2]1[cH:3][cH:4][cH:5][cH:6][cH:7]1)[C:8]([CH3:9])([CH3:10])[c:11]1[n:12]([CH3:26])[c:13](-[c:16]2[cH:17][cH:18][c:19]([C:20](=[O:21])[O:22][CH3:23])[cH:24][cH:25]2)[n:14][n:15]1>>[NH:1]([c:2]1[cH:3][cH:4][cH:5][cH:6][cH:7]1)[C:8]([CH3:9])([CH3:10])[c:11]1[n:12]([CH3:26])[c:13](-[c:16]2[cH:17][cH:18][c:19]([C:20](=[O:21])[NH2:28])[cH:24][cH:25]2)[n:14][n:15]1. The reactants are ClC=1C=C2C(C(=O)NC2=O)=CC1S(N)(=O)=O (4-chloro-5-sulfamoylphthalimide), NC1CCN(CC1)CC1=CC=C(C=C1)OCC=C (4-amino-1-[4-(2-propenyloxy)benzyl]piperidine), C(CCCC)O (n-pentanol). Product: O=C1NC(C2=CC=CC=C12)=O (1,3-dioxoisoindole). As a reaction SMILES: Cl[C:2]1[CH:3]=[C:4]2[C:9](=[O:10])[NH:8][C:6](=[O:7])[C:5]2=[CH:11][C:12]=1S(=O)(=O)N.NC1CCN(CC2C=CC(OCC=C)=CC=2)CC1.C(O)CCCC>>[O:7]=[C:6]1[C:5]2[C:4](=[CH:3][CH:2]=[CH:12][CH:11]=2)[C:9](=[O:10])[NH:8]1. Procedure details: Reaction of 4-chloro-5-sulfamoylphthalimide (4.54 g., 0.0174 mole) and 4-amino-1-[4-(2-propenyloxy)benzyl]piperidine (4.29 g., 0.0174 mole) in 100 ml. of n-pentanol at reflux temperature for 24 hrs. according to the procedure of Example 1(a) afforded crude 1,3-dioxoisoindole product. Purification was carried out by treating with methanol-decolorizing charcoal followed by trituration with ether to afford 4.8 g. (57%) of the 1,3-dioxoisoindole used without further purification below. Starting materials: ClC=1C=CC=2N(C1)C(=C(N2)C2=CC=CC=C2)CNC2=NC=CC(=N2)N2CCC(CC2)(O)C (1-(2-((6-chloro-2-phenylimidazo[1,2-a]pyridin-3-yl)methylamino)pyrimidin-4-yl)-4-methylpiperidin-4-ol), ClC1=CC=C(C=C1)C=1N=C2N(C=CC=C2)C1CC1=NC(=CN=C1)Cl (2-(4-chlorophenyl)-3-((6-chloropyrazin-2-yl)methyl)imidazo[1,2-a]pyridine), CN(CCN)C (N1,N1-dimethylethane-1,2-diamine). The product is ClC1=CC=C(C=C1)C=1N=C2N(C=CC=C2)C1CC1=CN=CC(=N1)NCCN(C)C (N1-(6-((2-(4-chlorophenyl)imidazo[1,2-a]pyridin-3-yl)methyl)pyrazin-2-yl)-N2,N2-dimethylethane-1,2-diamine). RXN SMILES: ClC1C=C[C:5]2[N:6]([C:8](CNC3N=C(N4CCC(C)(O)CC4)C=CN=3)=[C:9](C3C=CC=CC=3)[N:10]=2)[CH:7]=1.[Cl:33][C:34]1[CH:39]=[CH:38][C:37]([C:40]2[N:41]=[C:42]3[CH:47]=[CH:46][CH:45]=[CH:44][N:43]3[C:48]=2[CH2:49][C:50]2[CH:55]=[N:54][CH:53]=[C:52](Cl)[N:51]=2)=[CH:36][CH:35]=1.CN(C)CCN>>[Cl:33][C:34]1[CH:39]=[CH:38][C:37]([C:40]2[N:41]=[C:42]3[CH:47]=[CH:46][CH:45]=[CH:44][N:43]3[C:48]=2[CH2:49][C:50]2[N:51]=[C:52]([NH:10][CH2:9][CH2:8][N:6]([CH3:7])[CH3:5])[CH:53]=[N:54][CH:55]=2)=[CH:36][CH:35]=1. Procedure details: The title compound was prepared in the same fashion as that described for compound 187 from 2-(4-chlorophenyl)-3-((6-chloropyrazin-2-yl)methyl)imidazo[1,2-a]pyridine and N1,N1-dimethylethane-1,2-diamine. M/e+ 407 for C22H24ClN6 (M+H)+; 1H-NMR (400 MHz, CDCl3) δ 8.12 (d, J=6.9 Hz, 1H), 7.85 (d, J=8.8 Hz, 2H), 7.78 (s, 1H), 7.63 (d, J=8.4 Hz, 2H), 7.42 (d, J=8.4 Hz, 2H), 7.20 (m, 1H), 6.78 (m, 1H), 5.30 (s, 1H), 4.34 (s, 2H), 3.29 (q, J=5.5 Hz, 2H), 2.46 (t, J=5.5 Hz, 2H), 2.21 (s, 6H) ppm. Reactants: [H-].[Na+] (Sodium hydride), O (Water), BrC1=C(C=CC=C1C)CCO (2-(2-bromo-3-methylphenyl)-1-ethanol), C(C1=CC=CC=C1)Br (Benzyl bromide). The solvent is O1CCCC1 (tetrahydrofuran), O1CCCC1 (tetrahydrofuran). Yields the product BrC1=C(CCOCC2=CC=CC=C2)C=CC=C1C (benzyl 2-bromo-3-methylphenethyl ether). Yield: 74.5%. As a reaction SMILES: [H-].[Na+].[Br:3][C:4]1[C:9]([CH3:10])=[CH:8][CH:7]=[CH:6][C:5]=1[CH2:11][CH2:12][OH:13].[CH2:14](Br)[C:15]1[CH:20]=[CH:19][CH:18]=[CH:17][CH:16]=1.O>O1CCCC1>[Br:3][C:4]1[C:9]([CH3:10])=[CH:8][CH:7]=[CH:6][C:5]=1[CH2:11][CH2:12][O:13][CH2:14][C:15]1[CH:20]=[CH:19][CH:18]=[CH:17][CH:16]=1 |f:0.1|. Reported procedure: Sodium hydride (50% in oil) (1.7 g, 0.036 mol) was suspended in dry tetrahydrofuran (75 ml) in argon atmosphere. 2-(2-bromo-3-methylphenyl)-1-ethanol (7.0 g, 0.033 mol) solved in tetrahydrofuran (25 ml) was added dropwise during 30 min at room temperature. Benzyl bromide (6.2 g, 0.036 mol) was added and the reaction mixture was stirred at room temperature over night. Water (1.0 ml) was added carefully and the solvent was evaporated under reduced pressure. The residue was partitioned between wate... The reactants are C1CCOC1, CCOC(=O)C1CCN(C(=O)OCc2ccccc2)C(c2nnnn2C)C1, Cl, [Li+], [OH-], O. Yields the product Cn1nnnc1C1CC(C(=O)O)CCN1C(=O)OCc1ccccc1. As a reaction SMILES: [CH2:31]1[O:32][CH2:33][CH2:34][CH2:35]1.[CH3:1][n:2]1[n:3][n:4][n:5][c:6]1[CH:7]1[N:8]([C:18](=[O:19])[O:20][CH2:21][c:22]2[cH:23][cH:24][cH:25][cH:26][cH:27]2)[CH2:9][CH2:10][CH:11]([C:13](=[O:14])[O:15][CH2:16][CH3:17])[CH2:12]1.[ClH:30].[Li+:29].[OH-:28].[OH2:36]>>[CH3:1][n:2]1[n:3][n:4][n:5][c:6]1[CH:7]1[N:8]([C:18](=[O:19])[O:20][CH2:21][c:22]2[cH:23][cH:24][cH:25][cH:26][cH:27]2)[CH2:9][CH2:10][CH:11]([C:13](=[O:14])[OH:15])[CH2:12]1. Starting materials: NCC1CCC1, ClCCl, Cl, CC(CN1CCCC1)N1c2ccccc2Sc2ccc(C(=O)O)cc21. Product: CC(CN1CCCC1)N1c2ccccc2Sc2ccc(C(=O)NCC3CCC3)cc21. As a reaction SMILES: [CH:27]1([CH2:31][NH2:32])[CH2:28][CH2:29][CH2:30]1.[Cl:33][CH2:34][Cl:35].[ClH:1].[N:2]1([CH2:7][CH:8]([CH3:9])[N:10]2[c:11]3[cH:12][cH:13][cH:14][cH:15][c:16]3[S:17][c:18]3[cH:19][cH:20][c:21]([C:24](=[O:25])[OH:26])[cH:22][c:23]32)[CH2:3][CH2:4][CH2:5][CH2:6]1>>[N:2]1([CH2:7][CH:8]([CH3:9])[N:10]2[c:11]3[cH:12][cH:13][cH:14][cH:15][c:16]3[S:17][c:18]3[cH:19][cH:20][c:21]([C:24](=[O:25])[NH:32][CH2:31][CH:27]4[CH2:28][CH2:29][CH2:30]4)[cH:22][c:23]32)[CH2:3][CH2:4][CH2:5][CH2:6]1. Starting materials: CC(C)(c1cc(NC(=O)Oc2ccccc2)no1)C(F)(F)F, COc1cc2c(Oc3cccc(N)c3)ncnc2cc1O, CN(C)C=O. Yields the product COc1cc2c(Oc3cccc(NC(=O)Nc4cc(C(C)(C)C(F)(F)F)on4)c3)ncnc2cc1O. As a reaction SMILES: [F:22][C:23]([C:24]([CH3:25])([CH3:26])[c:27]1[cH:28][c:29]([NH:32][C:33]([O:34][c:36]2[cH:37][cH:38][cH:39][cH:40][cH:41]2)=[O:35])[n:30][o:31]1)([F:42])[F:43].[NH2:1][c:2]1[cH:3][c:4]([O:5][c:6]2[n:7][cH:8][n:9][c:10]3[cH:11][c:12]([OH:18])[c:13]([O:16][CH3:17])[cH:14][c:15]23)[cH:19][cH:20][cH:21]1.[O:44]=[CH:45][N:46]([CH3:47])[CH3:48]>>[NH:1]([c:2]1[cH:3][c:4]([O:5][c:6]2[n:7][cH:8][n:9][c:10]3[cH:11][c:12]([OH:18])[c:13]([O:16][CH3:17])[cH:14][c:15]23)[cH:19][cH:20][cH:21]1)[C:33]([NH:32][c:29]1[cH:28][c:27]([C:24]([C:23]([F:22])([F:42])[F:43])([CH3:25])[CH3:26])[o:31][n:30]1)=[O:34]. The reactants are BrC=1C=CC=C2C(=C(NC12)C(=O)OCC)CCCO (ethyl 7-bromo-3-(3-hydroxypropyl)-1H-indole-2-carboxylate), C1(=CC=CC2=CC=CC=C12)O (1-naphthol), C1(=CC=CC=C1)P(C1=CC=CC=C1)C1=CC=CC=C1 (triphenylphosphine), N(=NC(=O)OC(C)(C)C)C(=O)OC(C)(C)C (di-tert-butyl azodicarboxylate). Solvent: C1CCOC1 (THF). Run at time 3 day. The product is BrC=1C=CC=C2C(=C(NC12)C(=O)OCC)CCCOC1=CC=CC2=CC=CC=C12 (ethyl 7-bromo-3-(3-(naphthalen-1-yloxy)propyl)-1H-indole-2-carboxylate). RXN SMILES: [Br:1][C:2]1[CH:3]=[CH:4][CH:5]=[C:6]2[C:10]=1[NH:9][C:8]([C:11]([O:13][CH2:14][CH3:15])=[O:12])=[C:7]2[CH2:16][CH2:17][CH2:18][OH:19].[C:20]1(O)[C:29]2[C:24](=[CH:25][CH:26]=[CH:27][CH:28]=2)[CH:23]=[CH:22][CH:21]=1.C1(P(C2C=CC=CC=2)C2C=CC=CC=2)C=CC=CC=1.N(C(OC(C)(C)C)=O)=NC(OC(C)(C)C)=O>C1COCC1>[Br:1][C:2]1[CH:3]=[CH:4][CH:5]=[C:6]2[C:10]=1[NH:9][C:8]([C:11]([O:13][CH2:14][CH3:15])=[O:12])=[C:7]2[CH2:16][CH2:17][CH2:18][O:19][C:28]1[C:29]2[C:24](=[CH:23][CH:22]=[CH:21][CH:20]=2)[CH:25]=[CH:26][CH:27]=1. Reported procedure: To a mixture of Example 1B (10.87 g), 1-naphthol (5.77 g) and triphenylphosphine (10.5 g) in THF (100 mL) was added di-tert-butyl azodicarboxylate (9.21 g). The mixture was stirred for 3 days, concentrated, redissolved in dichloromethane, washed with water and brine and dried (MgSO4), filtered and concentrated. The concentrate was purified by flash column chromatography on silica gel with 0-10% ethyl acetate in hexanes. The product was recrystallized from hexanes. Reactants: CC(=O)c1cccc(C(=O)O)c1, COc1cc(OC)c(-c2cccs2)cc1C=O. Product: COc1cc(OC)c(-c2cccs2)cc1C=CC(=O)c1cccc(C(=O)O)c1. As a reaction SMILES: [C:18]([CH3:19])(=[O:20])[c:21]1[cH:22][c:23]([C:24](=[O:25])[OH:26])[cH:27][cH:28][cH:29]1.[CH3:1][O:2][c:3]1[c:4]([CH:5]=[O:6])[cH:7][c:8](-[c:13]2[s:14][cH:15][cH:16][cH:17]2)[c:9]([O:11][CH3:12])[cH:10]1>>[CH3:1][O:2][c:3]1[c:4]([CH:5]=[CH:19][C:18](=[O:20])[c:21]2[cH:22][c:23]([C:24](=[O:25])[OH:26])[cH:27][cH:28][cH:29]2)[cH:7][c:8](-[c:13]2[s:14][cH:15][cH:16][cH:17]2)[c:9]([O:11][CH3:12])[cH:10]1.